From a dataset of the Open Reaction Database (ORD), a public repository of structured organic reaction records. describe an organic reaction: reactants, conditions, products, and yield The reactants are C(C)(=O)OC1=NC2=C(C=CC=C2C=C1)O (2-Acetoxy-8-hydroxyquinoline), BrCC(=O)C1=CC=CC=C1 (2-bromoacetophenone), C(C)(=O)OC1=NC2=C(C=CC=C2C=C1)OCC(C)=O (2-Acetoxy-8-(2-oxopropoxy)quinoline). The product is C(C)(=O)OC1=NC2=C(C=CC=C2C=C1)OCC(C1=CC=CC=C1)=O (2-Acetoxy-8-(2-oxo-2-phenylethoxy)quinoline). Isolated yield 74.0%. As a reaction SMILES: [C:1]([O:4][C:5]1[CH:14]=[CH:13][C:12]2[C:7](=[C:8]([OH:15])[CH:9]=[CH:10][CH:11]=2)[N:6]=1)(=[O:3])[CH3:2].Br[CH2:17][C:18]([C:20]1[CH:25]=[CH:24][CH:23]=[CH:22][CH:21]=1)=[O:19].C(OC1C=CC2C(=C(OCC(=O)C)C=CC=2)N=1)(=O)C>>[C:1]([O:4][C:5]1[CH:14]=[CH:13][C:12]2[C:7](=[C:8]([O:15][CH2:17][C:18](=[O:19])[C:20]3[CH:25]=[CH:24][CH:23]=[CH:22][CH:21]=3)[CH:9]=[CH:10][CH:11]=2)[N:6]=1)(=[O:3])[CH3:2]. Procedure: 2-Acetoxy-8-(2-oxo-2-phenylethoxy)quinoline (6a) was prepared from 2-acetoxy-8-hydroxyquinoline (5b) and 2-bromoacetophenone by the same procedure as 5c in 74% yield. mp: 141°-142° C.; 1H-NMR (CDCl3): δ1.92 (s, 3H, CH3), 5.66 (s, 2H, OCH2), 7.11 (d, 3-H), 7.25-8.04 (m, 8H, Ar--H), 8.05 (d, 4-H). Reactants: FC(C(=O)O)(F)F (Trifluoroacetic acid), C(C)(C)(C)OC(=O)N1CCN(CC1)C=1C=C2C=CN(C2=CC1)C (1-(tert-butoxycarbonyl)-4-(1-methyl-5-indolyl)piperazine), ClCCl (dichloromethane), CN(C)CC1=CNC2=NC=CC=C21 (3-Dimethylaminomethyl-1H-pyrrolo[2,3-b]pyridine). Run at time 30 minute. Product: ClCCl.CO.N (dichloromethane methanol ammonia), CN1C=CC2=CC(=CC=C12)N1CCN(CC1)CC1=CNC2=NC=CC=C21 (3-(4-[1-Methyl-5-indolyl]piperazin-1-yl)methyl-1H-pyrrolo[2,3-b]pyridine). The yield is 64.0%. As a reaction SMILES: FC(F)(F)[C:3](O)=[O:4].C(OC([N:15]1C[CH2:19][N:18]([C:21]2[CH:22]=[C:23]3[C:27](=[CH:28][CH:29]=2)[N:26]([CH3:30])[CH:25]=[CH:24]3)[CH2:17]C1)=O)(C)(C)C.[CH3:31][N:32]([CH2:34][C:35]1[C:43]2[C:38](=[N:39][CH:40]=[CH:41][CH:42]=2)[NH:37][CH:36]=1)[CH3:33].[Cl:44][CH2:45][Cl:46]>>[Cl:44][CH2:45][Cl:46].[CH3:3][OH:4].[NH3:15].[CH3:30][N:26]1[C:27]2[C:23](=[CH:22][C:21]([N:18]3[CH2:19][CH2:31][N:32]([CH2:34][C:35]4[C:43]5[C:38](=[N:39][CH:40]=[CH:41][CH:42]=5)[NH:37][CH:36]=4)[CH2:33][CH2:17]3)=[CH:29][CH:28]=2)[CH:24]=[CH:25]1 |f:4.5.6|. Procedure details: Trifluoroacetic acid (5 ml) was added to a solution of 1-(tert-butoxycarbonyl)-4-(1-methyl-5-indolyl)piperazine (0.2102 g, 0.666 mmol) in dichloromethane (5 ml) and the mixture stirred for 30 minutes at room temperature. The mixture was concentrated in vacuo and saturated aqueous potassium carbonate (20 ml) was added to the residue. The mixture was extracted with dichloromethane (2×20 ml), the extracts washed with brine (20 ml), combined and dried (MgSO4). The extracts were concentrated and the ...